This data is from the Open Reaction Database (ORD), a public repository of structured organic reaction records. The task is: describe an organic reaction: reactants, conditions, products, and yield Reactants: C[C@H](C[C@@H](/C=C/[C@@H]1[C@H](C(CC1)=O)CCCC/C=C/C(=O)O)OC1OCCCC1)CCCC ((2E)-7-{(1R,2R)-2-[(1E,3S,5S)-5-methyl-3-(tetrahydro-2H-pyran-2-yloxy)-1-nonenyl]-5-oxocyclopentyl}-2-heptenoic acid), C(C)(=O)O.O1CCCC1.O (acetic acid tetrahydrofuran water). The solvent is C(C)(=O)OCC (ethyl acetate). Reaction conditions: temperature 50 celsius, time 50 minute. Product: O[C@H](/C=C/[C@@H]1[C@H](C(CC1)=O)CCCC/C=C/C(=O)O)C[C@H](CCCC)C ((2E)-7-{(1R,2R)-2-[(1E,3S,5S)-3-hydroxy-5-methyl-1-nonenyl]-5-oxocyclopentyl}-2-heptenoic acid). Isolated yield 85.6%. As a reaction SMILES: [CH3:1][C@@H:2]([CH2:29][CH2:30][CH2:31][CH3:32])[CH2:3][C@H:4]([O:22]C1CCCCO1)/[CH:5]=[CH:6]/[C@H:7]1[CH2:11][CH2:10][C:9](=[O:12])[C@@H:8]1[CH2:13][CH2:14][CH2:15][CH2:16]/[CH:17]=[CH:18]/[C:19]([OH:21])=[O:20].C(O)(=O)C.O1CCCC1.O>C(OCC)(=O)C>[OH:22][C@@H:4]([CH2:3][C@@H:2]([CH3:1])[CH2:29][CH2:30][CH2:31][CH3:32])/[CH:5]=[CH:6]/[C@H:7]1[CH2:11][CH2:10][C:9](=[O:12])[C@@H:8]1[CH2:13][CH2:14][CH2:15][CH2:16]/[CH:17]=[CH:18]/[C:19]([OH:21])=[O:20] |f:1.2.3|. Procedure details: To the compound 23 (171 mg) was added acetic acid/tetrahydrofuran/water (65:10:35) (4.00 mL) and the solution was stirred at 50° C. for 50 minutes. The reaction solution was diluted with ethyl acetate, washed with water and brine, dried over anhydrous magnesium sulfate and concentrated. The obtained residue was purified by column chromatography on silica gel (hexane:ethyl acetate=1:1), to give the title compound (119 mg) having the following physical data. Product: CN(N)C(=S)Nc1ccc(Cl)cc1. Starting materials: CNN, CCO, S=C=Nc1ccc(Cl)cc1. RXN SMILES: [CH3:11][NH:12][NH2:13].[CH3:14][CH2:15][OH:16].[Cl:1][c:2]1[cH:3][cH:4][c:5]([N:8]=[C:9]=[S:10])[cH:6][cH:7]1>>[Cl:1][c:2]1[cH:3][cH:4][c:5]([NH:8][C:9](=[S:10])[N:12]([CH3:11])[NH2:13])[cH:6][cH:7]1. Reaction SMILES: [C:1]([CH3:2])([CH3:3])([CH3:4])[c:5]1[cH:6][c:7]([C:20]([CH3:21])=[O:22])[cH:8][c:9]([C:11]([CH3:12])([c:13]2[cH:14][cH:15][cH:16][cH:17][cH:18]2)[OH:19])[cH:10]1.[CH3:24][OH:25].[ClH:23]>>[C:1]([CH3:2])([CH3:3])([CH3:4])[c:5]1[cH:6][c:7]([C:20]([CH3:21])=[O:22])[cH:8][c:9]([C:11](=[CH2:12])[c:13]2[cH:14][cH:15][cH:16][cH:17][cH:18]2)[cH:10]1. The product is C=C(c1ccccc1)c1cc(C(C)=O)cc(C(C)(C)C)c1. The reactants are CC(=O)c1cc(C(C)(C)C)cc(C(C)(O)c2ccccc2)c1, CO, Cl. Isolated yield 42.0%. Procedure: 3,4-Dihydroxybenzaldehyde (10 g, 67 mmol) was dissolved in DMF (50 mL), and potassium carbonate (20 g, 134 mmol) was added thereto, followed by stirring at room temperature for 30 minutes. Chloromethyl methyl ether (0.96 mL, 13 mmol) was added thereto, and the mixture was further stirred at room temperature for 20 hours. The reaction solution was poured into water and the mixture was extracted with chloroform. The organic layer was washed with a saturated aqueous solution of sodium chloride and ... Reaction conditions: time 30 minute. Product: COCOC=1C=C(C=O)C=CC1OCOC (3,4-bis(methoxymethoxy)benzaldehyde). Reaction SMILES: [OH:1][C:2]1[CH:3]=[C:4]([CH:7]=[CH:8][C:9]=1[OH:10])[CH:5]=[O:6].[C:11](=[O:14])([O-])[O-].[K+].[K+].[CH3:17][O:18][CH2:19]Cl.O.[CH3:22]N(C=O)C>>[CH3:17][O:18][CH2:19][O:1][C:2]1[CH:3]=[C:4]([CH:7]=[CH:8][C:9]=1[O:10][CH2:22][O:14][CH3:11])[CH:5]=[O:6] |f:1.2.3|. The reactants are O (water), OC=1C=C(C=O)C=CC1O (3,4-Dihydroxybenzaldehyde), CN(C)C=O (DMF), COCCl (Chloromethyl methyl ether), C([O-])([O-])=O.[K+].[K+] (potassium carbonate).